From a dataset of the Open Reaction Database (ORD), a public repository of structured organic reaction records. describe an organic reaction: reactants, conditions, products, and yield Reactants: [BH4-], [Br-], CC(C)(C)OC(=O)N1CC(C#N)(c2ccccn2)C1, CCCCOCCCC, C[Mg+], CO, Cc1ccccc1, [Na+]. Product: CC(N)C1(c2ccccn2)CN(C(=O)OC(C)(C)C)C1. RXN SMILES: [BH4-:25].[Br-:20].[C:1](#[N:2])[C:3]1([c:14]2[n:15][cH:16][cH:17][cH:18][cH:19]2)[CH2:4][N:5]([C:7](=[O:8])[O:9][C:10]([CH3:11])([CH3:12])[CH3:13])[CH2:6]1.[CH2:34]([O:35][CH2:36][CH2:37][CH2:38][CH3:39])[CH2:40][CH2:41][CH3:42].[CH3:21][Mg+:22].[CH3:23][OH:24].[CH3:27][c:28]1[cH:29][cH:30][cH:31][cH:32][cH:33]1.[Na+:26]>>[CH:1]([NH2:2])([C:3]1([c:14]2[n:15][cH:16][cH:17][cH:18][cH:19]2)[CH2:4][N:5]([C:7](=[O:8])[O:9][C:10]([CH3:11])([CH3:12])[CH3:13])[CH2:6]1)[CH3:21]. Reaction conditions: temperature -70 celsius, time 0.5 hour. Run in O1CCCC1 (tetrahydrofuran), O1CCCC1 (tetrahydrofuran), O1CCCC1 (tetrahydrofuran). Procedure: 1.38 g (14.7 mmol) of phenol in solution in 20 ml of tetrahydrofuran are added dropwise to a suspension of 0.58 g (14.5 mmol) of sodium hydride in tetrahydrofuran. The mixture is left for 0.5 hour at room temperature, it is cooled to −70° C. and 5.24 g (14 mmol) of methyl 6-methyl-3-nitro-2-oxo-4-[[(tri fluoromethyl)sulphonyl]oxy]-1,2-dihydropyridine-1-acetate in solution in 20 ml of tetrahydrofuran are added dropwise. The temperature of the reaction medium is allowed to return to 0° C. and the ... Reactants: CC1=CC(=C(C(N1CC(=O)OC)=O)[N+](=O)[O-])OS(=O)(=O)C(F)(F)F (methyl 6-methyl-3-nitro-2-oxo-4-[[(tri fluoromethyl)sulphonyl]oxy]-1,2-dihydropyridine-1-acetate), C1(=CC=CC=C1)O (phenol), [H-].[Na+] (sodium hydride), Cl (hydrochloric acid). Product: CC1=CC(=C(C(N1CC(=O)OC)=O)[N+](=O)[O-])OC1=CC=CC=C1 (Methyl 6-methyl-3-nitro-2-oxo-4-phenoxy-1,2-dihydropyridine-1-acetate). Reaction SMILES: [C:1]1([OH:7])[CH:6]=[CH:5][CH:4]=[CH:3][CH:2]=1.[H-].[Na+].[CH3:10][C:11]1[N:16]([CH2:17][C:18]([O:20][CH3:21])=[O:19])[C:15](=[O:22])[C:14]([N+:23]([O-:25])=[O:24])=[C:13](OS(C(F)(F)F)(=O)=O)[CH:12]=1.Cl>O1CCCC1>[CH3:10][C:11]1[N:16]([CH2:17][C:18]([O:20][CH3:21])=[O:19])[C:15](=[O:22])[C:14]([N+:23]([O-:25])=[O:24])=[C:13]([O:7][C:1]2[CH:6]=[CH:5][CH:4]=[CH:3][CH:2]=2)[CH:12]=1 |f:1.2|. Starting materials: BrC=1NC(=CN1)Br (2,5-dibromo-1H-imidazole), [H-].[Na+] (NaH), C[Si](C)(C)CCOCCl (SEM-Cl). The solvent is CN(C)C=O (DMF). Reaction conditions: temperature 0 celsius, time 30 minute. Product: BrC=1N(C(=CN1)Br)COCC[SiH](C)C (2,5-Dibromo-1-{[2-(dimethylsilyl)ethoxy]methyl}-1H-imidazole). RXN SMILES: [Br:1][C:2]1[NH:3][C:4]([Br:7])=[CH:5][N:6]=1.[H-].[Na+].[CH3:10][Si:11]([CH2:14][CH2:15][O:16][CH2:17]Cl)(C)[CH3:12]>CN(C=O)C>[Br:1][C:2]1[N:3]([CH2:17][O:16][CH2:15][CH2:14][SiH:11]([CH3:12])[CH3:10])[C:4]([Br:7])=[CH:5][N:6]=1 |f:1.2|. Reported procedure: To a stirred solution of 2,5-dibromo-1H-imidazole (1 eq.) in DMF at 0° C. under Ar was added NaH (1.2 eq.) and the mixture stirred for 30 min at 0° C. Then SEM-Cl (1.1 eq.) was added dropwise, and the mixture stirred 16 h warming to RT. The reaction was quenched by slow addition of H2O and the desired product was extracted with EtOAc. The organic layer was washed with brine, dried (Na2SO4) and concentrated under reduced pressure. The crude was purified by column chromatography eluting with 10% E... Yield: 112.8%. Reagents/catalysts: [OH-].[Pd+2].[OH-] (Palladium hydroxide). Solvent: CO (MeOH). Procedure details: The crude methyl 6-benzyl-5,6,7,8-tetrahydro-1,6-naphthyridine-2-carboxylate hydrochloride (1.20 g, 3.76 mmol) was dissolved in MeOH (100 mL) and thoroughly degassed. Palladium hydroxide (0.185 g, 1.32 mmol) was added to the solution before being purged with H2 gas three times. The reaction was allowed to stir at rt for 13 h under 1 atm of H2 gas. The mixture was then filtered through a pad of Celite and rinsed with EtOH. The filtrate was then concentrated down to yield methyl 5,6,7,8-tetrahydro... Conditions: time 13 hour. Yields the product Cl.N1=C(C=CC=2CNCCC12)C(=O)OC (methyl 5,6,7,8-tetrahydro-1,6-naphthyridine-2-carboxylate hydrochloride). Reactants: Cl.C(C1=CC=CC=C1)N1CC=2C=CC(=NC2CC1)C(=O)OC (methyl 6-benzyl-5,6,7,8-tetrahydro-1,6-naphthyridine-2-carboxylate hydrochloride). Reaction SMILES: [ClH:1].C([N:9]1[CH2:18][CH2:17][C:16]2[N:15]=[C:14]([C:19]([O:21][CH3:22])=[O:20])[CH:13]=[CH:12][C:11]=2[CH2:10]1)C1C=CC=CC=1>CO.[OH-].[Pd+2].[OH-]>[ClH:1].[N:15]1[C:16]2[CH2:17][CH2:18][NH:9][CH2:10][C:11]=2[CH:12]=[CH:13][C:14]=1[C:19]([O:21][CH3:22])=[O:20] |f:0.1,3.4.5,6.7|. Solvent: C1(=CC=CC=C1)C (toluene). RXN SMILES: Br[C:2]1[C:3]([CH3:10])=[C:4]([NH2:9])[CH:5]=[CH:6][C:7]=1[CH3:8].[NH:11]1[CH2:15][CH2:14][CH2:13][CH2:12]1.CC(C)([O-])C.[Na+]>C1(C)C=CC=CC=1>[N:11]1([C:2]2[C:3]([CH3:10])=[C:4]([NH2:9])[CH:5]=[CH:6][C:7]=2[CH3:8])[CH2:15][CH2:14][CH2:13][CH2:12]1 |f:2.3|. The product is N1(CCCC1)C1=C(C=CC(=C1C)N)C (2-(pyrrolidin-1-yl)-4-amino-m-xylene). Run at temperature 100 celsius, time 10 minute. Procedure details: To a solution of the 3-bromo-2,4-dimethylphenylamine (0.6 g, 3.0 mmol) in toluene (10 mL) and pyrrolidine (1.25 mL, 15 mmol) was added sodium-t-butoxide (0.86 g, 9 mmol, 3eq). The suspension was deoxygenated by passing a stream of N2 gas through the mixture for approximately 5–10 minutes before introducing the tris(dibenzilidene)dipalladium(0) (Pd2(dba)3) (27 mg) and rac-2,2′Bis(diphenylphosphino)-1,1′binaphthyl (BINAP) (25 mg). The nitrogen stream continued 10 minutes before heating at 100° C. ... The reactants are BrC=1C(=C(C=CC1C)N)C (3-bromo-2,4-dimethylphenylamine), N1CCCC1 (pyrrolidine), CC(C)([O-])C.[Na+] (sodium-t-butoxide). Starting materials: CC(=O)NCCO, C(=NC1CCCCC1)=NC1CCCCC1, CN(C)c1ccncc1, C1CCOC1, O=[PH](O)CCCc1ccccc1. The product is CC(=O)NCCO[PH](=O)CCCc1ccccc1. RXN SMILES: [C:28]([CH3:29])(=[O:30])[NH:31][CH2:32][CH2:33][OH:34].[CH2:1]1[CH2:2][CH2:3][CH:4]([N:5]=[C:6]=[N:7][CH:8]2[CH2:9][CH2:10][CH2:11][CH2:12][CH2:13]2)[CH2:14][CH2:15]1.[CH3:40][N:41]([CH3:42])[c:43]1[cH:44][cH:45][n:46][cH:47][cH:48]1.[O:35]1[CH2:36][CH2:37][CH2:38][CH2:39]1.[c:16]1([CH2:22][CH2:23][CH2:24][PH:25]([OH:26])=[O:27])[cH:17][cH:18][cH:19][cH:20][cH:21]1>>[c:16]1([CH2:22][CH2:23][CH2:24][PH:25](=[O:26])[O:27][CH2:33][CH2:32][NH:31][C:28]([CH3:29])=[O:30])[cH:17][cH:18][cH:19][cH:20][cH:21]1. The reactants are C1COCCO1, [K+], [K+], [K+], COc1c(N)c(C#N)c(C)c(Br)c1F, O, OB(O)c1ccccc1, O=P([O-])([O-])[O-], c1ccc(P(c2ccccc2)(c2ccccc2)[Pd](P(c2ccccc2)(c2ccccc2)c2ccccc2)(P(c2ccccc2)(c2ccccc2)c2ccccc2)P(c2ccccc2)(c2ccccc2)c2ccccc2)cc1. The product is COc1c(N)c(C#N)c(C)c(-c2ccccc2)c1F. Reaction SMILES: [CH2:32]1[O:33][CH2:34][CH2:35][O:36][CH2:37]1.[K+:29].[K+:30].[K+:31].[NH2:1][c:2]1[c:3]([C:4]#[N:5])[c:6]([CH3:14])[c:7]([Br:13])[c:8]([F:12])[c:9]1[O:10][CH3:11].[OH2:38].[OH:15][B:16]([OH:17])[c:18]1[cH:19][cH:20][cH:21][cH:22][cH:23]1.[P:24]([O-:25])([O-:26])([O-:27])=[O:28].[cH:39]1[cH:40][cH:41][c:42]([P:43]([Pd:44]([P:45]([c:46]2[cH:47][cH:48][cH:49][cH:50][cH:51]2)([c:52]2[cH:53][cH:54][cH:55][cH:56][cH:57]2)[c:58]2[cH:59][cH:60][cH:61][cH:62][cH:63]2)([P:64]([c:65]2[cH:66][cH:67][cH:68][cH:69][cH:70]2)([c:71]2[cH:72][cH:73][cH:74][cH:75][cH:76]2)[c:77]2[cH:78][cH:79][cH:80][cH:81][cH:82]2)[P:83]([c:84]2[cH:85][cH:86][cH:87][cH:88][cH:89]2)([c:90]2[cH:91][cH:92][cH:93][cH:94][cH:95]2)[c:96]2[cH:97][cH:98][cH:99][cH:100][cH:101]2)([c:102]2[cH:103][cH:104][cH:105][cH:106][cH:107]2)[c:108]2[cH:109][cH:110][cH:111][cH:112][cH:113]2)[cH:114][cH:115]1>>[NH2:1][c:2]1[c:3]([C:4]#[N:5])[c:6]([CH3:14])[c:7](-[c:18]2[cH:19][cH:20][cH:21][cH:22][cH:23]2)[c:8]([F:12])[c:9]1[O:10][CH3:11].